This data is from the Open Reaction Database (ORD), a public repository of structured organic reaction records. The task is: describe an organic reaction: reactants, conditions, products, and yield Starting materials: [BH4-].[Na+] (sodium borohydride), [BH4-].[Na+] (NaBH4), [OH-].[Na+] (NaOH), CC=1C=CC2=C(C(CC(O2)=O)C2=CC=CC=C2)C1 (3,4-dihydro-6-methyl-4-phenyl-2H-benzopyran-2-one), ( II ), Cl (HCl). Solvent: O (H2O), C1CCCCC1.CC(=O)C (cyclohexane acetone), C(C)(C)O (isopropanol). Run at time 5 hour. The product is OC1=C(C=C(C=C1)C)C(CCO)C1=CC=CC=C1 (3-(2-hydroxy-5-methylphenyl)-3-phenylpropanol). Isolated yield 86.0%. As a reaction SMILES: [BH4-].[Na+].[OH-].[Na+].[CH3:5][C:6]1[CH:7]=[CH:8][C:9]2[O:14][C:13](=[O:15])[CH2:12][CH:11]([C:16]3[CH:21]=[CH:20][CH:19]=[CH:18][CH:17]=3)[C:10]=2[CH:22]=1.Cl>O.C(O)(C)C.C1CCCCC1.CC(C)=O>[OH:14][C:9]1[CH:8]=[CH:7][C:6]([CH3:5])=[CH:22][C:10]=1[CH:11]([C:16]1[CH:17]=[CH:18][CH:19]=[CH:20][CH:21]=1)[CH2:12][CH2:13][OH:15] |f:0.1,2.3,8.9|. Procedure: A basic aqueous solution of sodium borohydride prepared beforehand by dissolving 23.8 g (0.630 moles) of NaBH4 at ambient temperature in 170 ml of H2O and 3.5 ml of 30% wt./vol. NaOH was added dropwise to a suspension of 3,4-dihydro-6-methyl-4-phenyl-2H-benzopyran-2-one of the formula (II) (100 g, 0.420 moles) in isopropanol (200 ml). Once addition was complete, the temperature was adjusted to 60° C. and the course of the reaction was monitored by TLC (eluent: cyclohexane/acetone: 70/30) until t... The reactants are C(C1=CC=CC=C1)NC1=C(C=C(C=C1)OCC#C)C(=O)C1=CC(=C(C=C1)C(C)C)Cl ((2-benzylamino-5-prop-2-ynyloxy-phenyl)-(3-chloro-4-isopropylphenyl)-methanone), [O-]C#N.[Na+] (sodium cyanate). Yields the product C(C1=CC=CC=C1)N1C(N=C(C2=CC(=CC=C12)OCC#C)C1=CC(=C(C=C1)C(C)C)Cl)=O (1-benzyl-4-(3-chloro-4-isopropyl-phenyl)-6-prop-2-ynyloxy-1H-quinazolin-2-one). RXN SMILES: [CH2:1]([NH:8][C:9]1[CH:14]=[CH:13][C:12]([O:15][CH2:16][C:17]#[CH:18])=[CH:11][C:10]=1[C:19]([C:21]1[CH:26]=[CH:25][C:24]([CH:27]([CH3:29])[CH3:28])=[C:23]([Cl:30])[CH:22]=1)=O)[C:2]1[CH:7]=[CH:6][CH:5]=[CH:4][CH:3]=1.[O-:31][C:32]#[N:33].[Na+]>>[CH2:1]([N:8]1[C:9]2[C:10](=[CH:11][C:12]([O:15][CH2:16][C:17]#[CH:18])=[CH:13][CH:14]=2)[C:19]([C:21]2[CH:26]=[CH:25][C:24]([CH:27]([CH3:29])[CH3:28])=[C:23]([Cl:30])[CH:22]=2)=[N:33][C:32]1=[O:31])[C:2]1[CH:7]=[CH:6][CH:5]=[CH:4][CH:3]=1 |f:1.2|. Procedure: The title compound is prepared from (2-benzylamino-5-prop-2-ynyloxy-phenyl)-(3-chloro-4-isopropylphenyl)-methanone (hydrochloric acid salt) by cyclisation with sodium cyanate analogously to the method described for the preparation of example 62. Reactants: ClC1=C(OC(C(=O)OC(C)(C)C)(C)C)C=CC(=C1Cl)CCC(C=1SC(=CC1)C1=CC=C(C=C1)OC(F)(F)F)=O (tert-butyl 2-(2,3-dichloro-4-(3-oxo-3-(5-(4-(trifluoromethoxy)phenyl)thien-2-yl)propyl)phenoxy)-2-methylpropanoate), FC(C(=O)O)(F)F (trifluoroacetic acid). Product: ClC1=C(OC(C(=O)O)(C)C)C=CC(=C1Cl)CCC(C=1SC(=CC1)C1=CC=C(C=C1)OC(F)(F)F)=O (2-(2,3-Dichloro-4-(3-oxo-3-(5-(4-(trifluoromethoxy)phenyl)thien-2-yl)propyl)-phenoxy)-2-methylpropanoic acid). As a reaction SMILES: [Cl:1][C:2]1[C:18]([Cl:19])=[C:17]([CH2:20][CH2:21][C:22](=[O:39])[C:23]2[S:24][C:25]([C:28]3[CH:33]=[CH:32][C:31]([O:34][C:35]([F:38])([F:37])[F:36])=[CH:30][CH:29]=3)=[CH:26][CH:27]=2)[CH:16]=[CH:15][C:3]=1[O:4][C:5]([CH3:14])([CH3:13])[C:6]([O:8]C(C)(C)C)=[O:7].FC(F)(F)C(O)=O>>[Cl:1][C:2]1[C:18]([Cl:19])=[C:17]([CH2:20][CH2:21][C:22](=[O:39])[C:23]2[S:24][C:25]([C:28]3[CH:29]=[CH:30][C:31]([O:34][C:35]([F:36])([F:37])[F:38])=[CH:32][CH:33]=3)=[CH:26][CH:27]=2)[CH:16]=[CH:15][C:3]=1[O:4][C:5]([CH3:14])([CH3:13])[C:6]([OH:8])=[O:7]. Procedure: 2-(2,3-Dichloro-4-(3-oxo-3-(5-(4-(trifluoromethoxy)phenyl)thien-2-yl)propyl)-phenoxy)-2-methylpropanoic acid is prepared from tert-butyl 2-(2,3-dichloro-4-(3-oxo-3-(5-(4-(trifluoromethoxy)phenyl)thien-2-yl)propyl)phenoxy)-2-methylpropanoate according to general procedure E using 10 equivalents of trifluoroacetic acid. Product: C1CC(CCC12CCCCC2)OC=2C=C1C=CC(=CC1=CC2)C=O (6-(spiro[5.5]undecan-3-yloxy)-2-naphthaldehyde). Reactants: C1CC(CCC12CCCCC2)OC=2C=C1C=CC(=CC1=CC2)CO ([6-(Spiro[5.5]undec-3-yloxy)-naphthalen-2-yl]-methanol), C(Cl)Cl (methylene chloride). Reported procedure: To [6-(Spiro[5.5]undec-3-yloxy)-naphthalen-2-yl]-methanol (150 mg, 0.46 mmol) in methylene chloride (5 mL, 80 mmol) was added Des-Martin periodinane (0.274 g, 0.647 mmol) and the resulting solution was stirred at room temperature for 1 hour. The crude reaction was then passed through a silica gel plug, the filtrate was removed under vacuum to give 6-(spiro[5.5]undecan-3-yloxy)-2-naphthaldehyde as a colorless solid. (0.150 g, 100%). 1H NMR (400 MHz, CDCl3) δ 10.09 (s, 1H), 8.25 (s, 1H), 7.92-7.89... Conditions: time 1 hour. Reaction SMILES: [CH2:1]1[C:6]2([CH2:11][CH2:10][CH2:9][CH2:8][CH2:7]2)[CH2:5][CH2:4][CH:3]([O:12][C:13]2[CH:14]=[C:15]3[C:20](=[CH:21][CH:22]=2)[CH:19]=[C:18]([CH2:23][OH:24])[CH:17]=[CH:16]3)[CH2:2]1.C(Cl)Cl>>[CH2:5]1[C:6]2([CH2:7][CH2:8][CH2:9][CH2:10][CH2:11]2)[CH2:1][CH2:2][CH:3]([O:12][C:13]2[CH:14]=[C:15]3[C:20](=[CH:21][CH:22]=2)[CH:19]=[C:18]([CH:23]=[O:24])[CH:17]=[CH:16]3)[CH2:4]1.